Dataset: the Open Reaction Database (ORD), a public repository of structured organic reaction records. Task: describe an organic reaction: reactants, conditions, products, and yield Reactants: COc1ccccc1C(=O)NC1CN2CCC1CC2, O=C(O)c1ccc(C(F)(F)F)cn1. Product: O=C(NC1CN2CCC1CC2)c1ccc(C(F)(F)F)cn1. Reaction SMILES: [CH3:1][O:2][c:3]1[cH:4][cH:5][cH:6][cH:16][c:17]1[C:18]([NH:7][CH:8]1[CH2:9][N:10]2[CH2:11][CH2:12][CH:13]1[CH2:14][CH2:15]2)=[O:19].[F:20][C:21]([c:22]1[cH:23][cH:24][c:25]([C:28](=[O:29])[OH:30])[n:26][cH:27]1)([F:31])[F:32]>>[NH:7]([CH:8]1[CH2:9][N:10]2[CH2:11][CH2:12][CH:13]1[CH2:14][CH2:15]2)[C:28]([c:25]1[cH:24][cH:23][c:22]([C:21]([F:20])([F:31])[F:32])[cH:27][n:26]1)=[O:30]. The reactants are NC1=C(C(=NN1C1=C(C=C(C=C1Cl)C(F)(F)F)Cl)C#N)S(=O)C(F)(F)F (5-amino-1-(2,6-dichloro-4-(trifluoromethyl) phenyl)-4-((trifluoromethyl) sulfinyl)-1H-pyrazol-3-carbonitrile), OO (hydrogen peroxide), O (water). The reagents and catalysts are [O-][W](=O)(=O)[O-].[Na+].[Na+] (sodium tungstate). Solvent: C(C)(=O)O (acetic acid). Yields the product NC1=C(C(=NN1C1=C(C=C(C=C1Cl)C(F)(F)F)Cl)C#N)S(=O)(=O)C(F)(F)F (5-amino-1-(2,6-dichloro-4-(trifluoromethyl)phenyl)-4-((trifluoromethyl)sulfonyl)-1H-pyrazol-3-carbonitrile). Yield: 110.3%. Reaction SMILES: [NH2:1][C:2]1[N:6]([C:7]2[C:12]([Cl:13])=[CH:11][C:10]([C:14]([F:17])([F:16])[F:15])=[CH:9][C:8]=2[Cl:18])[N:5]=[C:4]([C:19]#[N:20])[C:3]=1[S:21]([C:23]([F:26])([F:25])[F:24])=[O:22].[OH:27]O.O>C(O)(=O)C.[O-][W]([O-])(=O)=O.[Na+].[Na+]>[NH2:1][C:2]1[N:6]([C:7]2[C:8]([Cl:18])=[CH:9][C:10]([C:14]([F:15])([F:16])[F:17])=[CH:11][C:12]=2[Cl:13])[N:5]=[C:4]([C:19]#[N:20])[C:3]=1[S:21]([C:23]([F:25])([F:24])[F:26])(=[O:27])=[O:22] |f:4.5.6|. Procedure: 0.17 g (0.4 mmol) of 5-amino-1-(2,6-dichloro-4-(trifluoromethyl) phenyl)-4-((trifluoromethyl) sulfinyl)-1H-pyrazol-3-carbonitrile, 0.01 g (0.03 mmol) of sodium tungstate.2H2O, and 0.07 g (0.6 mmol) of 30% aqueous hydrogen peroxide were dissolved in 1 mL acetic acid and reacted at 55° C. for 6 hours. The reaction solution was cooled, 10 mL water was added, and the reaction mixture was extracted twice with 10 mL ethyl acetate. The ethyl acetate layer was washed with water, then dehydrated over anh... Reactants: COC(=O)COc1ccc(F)c2nc(OC(F)F)c(Cc3ccc(S(C)(=O)=O)cc3)c(C)c12, CO, CC(=O)O, [Li+], [OH-], O. Product: Cc1c(Cc2ccc(S(C)(=O)=O)cc2)c(OC(F)F)nc2c(F)ccc(OCC(=O)O)c12. RXN SMILES: [CH3:1][O:2][C:3]([CH2:4][O:5][c:6]1[c:7]2[c:8]([CH3:32])[c:9]([CH2:21][c:22]3[cH:23][cH:24][c:25]([S:28](=[O:29])(=[O:30])[CH3:31])[cH:26][cH:27]3)[c:10]([O:17][CH:18]([F:19])[F:20])[n:11][c:12]2[c:13]([F:16])[cH:14][cH:15]1)=[O:33].[CH3:34][OH:35].[CH3:39][C:40](=[O:41])[OH:42].[Li+:36].[OH-:37].[OH2:38]>>[O:2]=[C:3]([CH2:4][O:5][c:6]1[c:7]2[c:8]([CH3:32])[c:9]([CH2:21][c:22]3[cH:23][cH:24][c:25]([S:28](=[O:29])(=[O:30])[CH3:31])[cH:26][cH:27]3)[c:10]([O:17][CH:18]([F:19])[F:20])[n:11][c:12]2[c:13]([F:16])[cH:14][cH:15]1)[OH:33]. Reactants: CC(=O)Nc1cc(O)c(C(=O)CCCCCl)cc1Cl, O=C([O-])[O-], CCC(C)=O, CI, [K+], [K+]. Yields the product COc1cc(NC(C)=O)c(Cl)cc1C(=O)CCCCCl. As a reaction SMILES: [C:1]([CH3:2])(=[O:3])[NH:4][c:5]1[cH:6][c:7]([OH:19])[c:8]([C:12]([CH2:13][CH2:14][CH2:15][CH2:16][Cl:17])=[O:18])[cH:9][c:10]1[Cl:11].[C:20](=[O:21])([O-:22])[O-:23].[CH2:28]([C:29]([CH3:30])=[O:31])[CH3:32].[I:26][CH3:27].[K+:24].[K+:25]>>[C:1]([CH3:2])(=[O:3])[NH:4][c:5]1[cH:6][c:7]([O:19][CH3:20])[c:8]([C:12]([CH2:13][CH2:14][CH2:15][CH2:16][Cl:17])=[O:18])[cH:9][c:10]1[Cl:11].